Dataset: the Open Reaction Database (ORD), a public repository of structured organic reaction records. Task: describe an organic reaction: reactants, conditions, products, and yield The product is CC(C)(C)OC(=O)N1CCN(c2c(F)ccc(NCc3ccccc3)c2CN)CC1. Reactants: CC(C)(C)OC(=O)N1CCN(c2c(F)ccc(NCc3ccccc3)c2C#N)CC1, C1CCOC1. As a reaction SMILES: [C:1]([CH3:2])([CH3:3])([CH3:4])[O:5][C:6](=[O:7])[N:8]1[CH2:9][CH2:10][N:11]([c:14]2[c:15]([C:29]#[N:30])[c:16]([NH:21][CH2:22][c:23]3[cH:24][cH:25][cH:26][cH:27][cH:28]3)[cH:17][cH:18][c:19]2[F:20])[CH2:12][CH2:13]1.[O:31]1[CH2:32][CH2:33][CH2:34][CH2:35]1>>[C:1]([CH3:2])([CH3:3])([CH3:4])[O:5][C:6](=[O:7])[N:8]1[CH2:9][CH2:10][N:11]([c:14]2[c:15]([CH2:29][NH2:30])[c:16]([NH:21][CH2:22][c:23]3[cH:24][cH:25][cH:26][cH:27][cH:28]3)[cH:17][cH:18][c:19]2[F:20])[CH2:12][CH2:13]1. Starting materials: C1(CCCC1)OC=1C=C(C=CC1OC)C(CC(=O)O)N1C(C2=CC=CC(=C2C1=O)C)=O (3-(3-cyclopentyloxy-4-methoxyphenyl)-3-(4-methyl-1,3-dioxoisoindolin-2-yl)propanoic acid), C(=O)(N1C=NC=C1)N1C=NC=C1 (carbonyldiimidazole), Cl.NO (hydroxylamine hydrochloride). The solvent is C1CCOC1 (THF). Yields the product C1(CCCC1)OC=1C=C(C=CC1OC)C(CC(=O)NO)N1C(C=2C(C1=O)=C(C=CC2)C)=O (3-(3-cyclopentyloxy-4-methoxyphenyl)-N-hydroxy-3-(3-methylphthalimido)propionamide). The yield is 94.2%. RXN SMILES: [CH:1]1([O:6][C:7]2[CH:8]=[C:9]([CH:15]([N:20]3[C:28](=[O:29])[C:27]4[C:22](=[CH:23][CH:24]=[CH:25][C:26]=4[CH3:30])[C:21]3=[O:31])[CH2:16][C:17](O)=[O:18])[CH:10]=[CH:11][C:12]=2[O:13][CH3:14])[CH2:5][CH2:4][CH2:3][CH2:2]1.C(N1C=CN=C1)(N1C=CN=C1)=O.Cl.[NH2:45][OH:46]>C1COCC1>[CH:1]1([O:6][C:7]2[CH:8]=[C:9]([CH:15]([N:20]3[C:28](=[O:29])[C:27]4=[C:26]([CH3:30])[CH:25]=[CH:24][CH:23]=[C:22]4[C:21]3=[O:31])[CH2:16][C:17]([NH:45][OH:46])=[O:18])[CH:10]=[CH:11][C:12]=2[O:13][CH3:14])[CH2:5][CH2:4][CH2:3][CH2:2]1 |f:2.3|. Procedure: 3-(3-Cyclopentyloxy-4-methoxyphenyl)-N-hydroxy-3-(3-methylphthalimido)propionamide was prepared by the procedure of Example 1 from 3-(3-cyclopentyloxy-4-methoxyphenyl)-3-(4-methyl-1,3-dioxoisoindolin-2-yl)propanoic acid (5.44 g, 12.9 mmol), carbonyldiimidazole (2.19 g, 13.5 mmol) and hydroxylamine hydrochloride (1.16 g, 16.7 mmol) in THF (32 mL) to afford 3-(3-cyclopentyloxy-4-methoxyphenyl)-N-hydroxy-3-(3-methylphthalimido)propionamide as a white solid (5.33 g, 94.6%): mp, 187.5–189.5° C.; 1H N... Starting materials: CCN(C(C)C)C(C)C, O=C(Cl)OCc1ccccc1, ClCCl, CC(C)(C)OC(=O)N1CCCC1CN. Product: CC(C)(C)OC(=O)N1CCCC1CNC(=O)OCc1ccccc1. RXN SMILES: [CH:15]([N:16]([CH2:17][CH3:18])[CH:19]([CH3:20])[CH3:21])([CH3:22])[CH3:23].[Cl:24][C:25](=[O:26])[O:27][CH2:28][c:29]1[cH:30][cH:31][cH:32][cH:33][cH:34]1.[Cl:35][CH2:36][Cl:37].[NH2:1][CH2:2][CH:3]1[N:4]([C:8](=[O:9])[O:10][C:11]([CH3:12])([CH3:13])[CH3:14])[CH2:5][CH2:6][CH2:7]1>>[NH:1]([CH2:2][CH:3]1[N:4]([C:8](=[O:9])[O:10][C:11]([CH3:12])([CH3:13])[CH3:14])[CH2:5][CH2:6][CH2:7]1)[C:25](=[O:26])[O:27][CH2:28][c:29]1[cH:30][cH:31][cH:32][cH:33][cH:34]1. Starting materials: O=C([O-])[O-], CO, CCOC(=O)CNc1cc(C2CCCN(C(=O)OCc3ccc(C(F)(F)F)cc3)C2)ccc1C, [K+], [K+], O. Product: Cc1ccc(C2CCCN(C(=O)OCc3ccc(C(F)(F)F)cc3)C2)cc1NCC(=O)O. As a reaction SMILES: [C:35](=[O:36])([O-:37])[O-:38].[CH3:41][OH:42].[F:1][C:2]([c:3]1[cH:4][cH:5][c:6]([CH2:7][O:8][C:9](=[O:10])[N:11]2[CH2:12][CH:13]([c:17]3[cH:18][c:19]([NH:24][CH2:25][C:26](=[O:27])[O:28][CH2:29][CH3:30])[c:20]([CH3:23])[cH:21][cH:22]3)[CH2:14][CH2:15][CH2:16]2)[cH:31][cH:32]1)([F:33])[F:34].[K+:39].[K+:40].[OH2:43]>>[F:1][C:2]([c:3]1[cH:4][cH:5][c:6]([CH2:7][O:8][C:9](=[O:10])[N:11]2[CH2:12][CH:13]([c:17]3[cH:18][c:19]([NH:24][CH2:25][C:26](=[O:27])[OH:28])[c:20]([CH3:23])[cH:21][cH:22]3)[CH2:14][CH2:15][CH2:16]2)[cH:31][cH:32]1)([F:33])[F:34].